From a dataset of the Open Reaction Database (ORD), a public repository of structured organic reaction records. describe an organic reaction: reactants, conditions, products, and yield Starting materials: Cc1ccccc1, CN(CCCl)CCCl, [NH2-], Cc1ccc2c(c1)c(-c1ccc(F)cc1)cn2N, [Na], Cc1ccccc1C. Yields the product Cc1ccc2c(c1)c(-c1ccc(F)cc1)cn2N1CCN(C)CC1. As a reaction SMILES: [CH3:37][c:38]1[cH:39][cH:40][cH:41][cH:42][cH:43]1.[Cl:21][CH2:22][CH2:23][N:24]([CH2:25][CH2:26][Cl:27])[CH3:28].[NH2-:20].[NH2:1][n:2]1[cH:3][c:4](-[c:12]2[cH:13][cH:14][c:15]([F:18])[cH:16][cH:17]2)[c:5]2[cH:6][c:7]([CH3:11])[cH:8][cH:9][c:10]12.[Na:19].[c:29]1([CH3:30])[c:31]([CH3:32])[cH:33][cH:34][cH:35][cH:36]1>>[N:1]1([n:2]2[cH:3][c:4](-[c:12]3[cH:13][cH:14][c:15]([F:18])[cH:16][cH:17]3)[c:5]3[cH:6][c:7]([CH3:11])[cH:8][cH:9][c:10]23)[CH2:22][CH2:23][N:24]([CH3:28])[CH2:25][CH2:26]1. Starting materials: ClC1=CC(=C(C(=O)OCC)C=C1)OCC (ethyl 4-chloro-2-ethoxybenzoate), C1(=CC=CC=C1)OB(O)O (phenylboric acid), 1,1-bis(diphenylphosphino)ferrocene dichloronickel, P(=O)([O-])([O-])[O-].[K+].[K+].[K+] (potassium phosphate), C(C)(=O)OCC (ethyl acetate). Run in O1CCOCC1 (dioxane), O (water). Reaction conditions: temperature 95 celsius, time 1 hour. The product is C(C)OC1=C(C(=O)OCC)C=CC(=C1)C1=CC=CC=C1 (ethyl 2-ethoxy-4-phenylbenzoate). RXN SMILES: Cl[C:2]1[CH:12]=[CH:11][C:5]([C:6]([O:8][CH2:9][CH3:10])=[O:7])=[C:4]([O:13][CH2:14][CH3:15])[CH:3]=1.[C:16]1(OB(O)O)[CH:21]=[CH:20][CH:19]=[CH:18][CH:17]=1.P([O-])([O-])([O-])=O.[K+].[K+].[K+].C(OCC)(=O)C>O1CCOCC1.O>[CH2:14]([O:13][C:4]1[CH:3]=[C:2]([C:16]2[CH:21]=[CH:20][CH:19]=[CH:18][CH:17]=2)[CH:12]=[CH:11][C:5]=1[C:6]([O:8][CH2:9][CH3:10])=[O:7])[CH3:15] |f:2.3.4.5|. Procedure details: 0.50 g of ethyl 4-chloro-2-ethoxybenzoate, 0.31 g of phenylboric acid, 85 mg of 1,1-bis(diphenylphosphino)ferrocene dichloronickel and 1.4 g of potassium phosphate were dissolved in 8 ml dioxane, followed by stirring at 95° C. for 1 hour in a nitrogen atmosphere. After cooling the reaction solution to room temperature, ethyl acetate and water were added thereto. The mixture was filtered through Celite, and the mother liquor was extracted with ethyl acetate. The organic layer was washed with brin... The reactants are C(C)(C)(C)OC(NC(CC1=CC=C(C=C1)OCC1=CC=CC=C1)S(=O)(=O)C1=CC=CC=C1)=O ([1-Benzenesulfonyl-2-(4-benzyloxy-phenyl)-ethyl]-carbamic acid tert-butyl ester), C1CCOC1 (THF), O1C(C=CC1)=O (5H-Furan-2-one), C(C)(C)[N-]C(C)C.[Li+] (lithium diisopropylamide), C1CCOC1 (THF), C1CCOC1 (THF), C([O-])(O)=O (bicarbonate). Run in CCOC(=O)C (EtOAc). The product is C(C)(C)(C)OC(N[C@@H](CC1=CC(=CC=C1)OCC1=CC=CC=C1)[C@H]1OC(C=C1)=O)=O ([(S*)-2-(3-Benzyloxy-phenyl)-1-((S*)-5-oxo-2,5-dihydro-furan-2-yl)-ethyl]-carbamic acid tert-butyl ester). As a reaction SMILES: O1[CH2:5][CH:4]=[CH:3][C:2]1=[O:6].[CH:7]([N-]C(C)C)([CH3:9])[CH3:8].[Li+].[C:15]([O:19][C:20](=[O:47])[NH:21][CH:22](S(C1C=CC=CC=1)(=O)=O)[CH2:23][C:24]1[CH:29]=[CH:28][C:27](OCC2C=CC=CC=2)=[CH:26][CH:25]=1)([CH3:18])([CH3:17])[CH3:16].[C:48](=[O:51])([OH:50])[O-].[CH2:52]1[CH2:56]OC[CH2:53]1>CCOC(C)=O>[C:15]([O:19][C:20](=[O:47])[NH:21][C@H:22]([C@@H:56]1[CH:52]=[CH:53][C:48](=[O:51])[O:50]1)[CH2:23][C:24]1[CH:25]=[CH:26][CH:27]=[C:28]([O:6][CH2:2][C:3]2[CH:4]=[CH:5][CH:9]=[CH:7][CH:8]=2)[CH:29]=1)([CH3:16])([CH3:17])[CH3:18] |f:1.2|. Procedure: 5H-Furan-2-one (11.2 ml, 160 mmol, 2 eq) in THF (60 ml) is added slowly to a solution of lithium diisopropylamide (80 ml commercial 2M solution in THF/heptane/ethylbenzene, 160 mmol, 2 eq) in THF (180 ml) at −78° C. The mixture is stirred for another 20 min at −78° C. before [1-Benzenesulfonyl-2-(4-benzyloxy-phenyl)-ethyl]-carbamic acid tert-butyl ester (37.3 g, 80 mmol) in THF (220 ml) is added at the same temperature. After stirring for another 45 min at −78° C. aqueous bicarbonate solution is...